Dataset: the Open Reaction Database (ORD), a public repository of structured organic reaction records. Task: describe an organic reaction: reactants, conditions, products, and yield Reactants: COC=1C=CC2=C(SC(C(CO2)=O)C(=O)OC)C1 (methyl 7-methoxy-3-oxo-3,4-dihydro-2H-1,5-benzoxathiepin-4-carboxylate), BrCCCCl (1-bromo-3-chloropropane), C([O-])([O-])=O.[K+].[K+] (potassium carbonate), [I-].[K+] (potassium iodide). Reagents/catalysts: [I-].C(CCC)[N+](CCCC)(CCCC)CCCC (tetrabutyl ammonium iodide). Run in C(C)#N (acetonitrile). Yields the product ClCCCC1(C(COC2=C(S1)C=C(C=C2)OC)=O)C(=O)OC (methyl 4-(3-chloropropyl)-7-methoxy-3-oxo-3,4-dihydro-2H-1,5-benzoxathiepin-4-carboxylate). RXN SMILES: [CH3:1][O:2][C:3]1[CH:4]=[CH:5][C:6]2[O:12][CH2:11][C:10](=[O:13])[CH:9]([C:14]([O:16][CH3:17])=[O:15])[S:8][C:7]=2[CH:18]=1.Br[CH2:20][CH2:21][CH2:22][Cl:23].C(=O)([O-])[O-].[K+].[K+].[I-].[K+]>[I-].C([N+](CCCC)(CCCC)CCCC)CCC.C(#N)C>[Cl:23][CH2:22][CH2:21][CH2:20][C:9]1([C:14]([O:16][CH3:17])=[O:15])[S:8][C:7]2[CH:18]=[C:3]([O:2][CH3:1])[CH:4]=[CH:5][C:6]=2[O:12][CH2:11][C:10]1=[O:13] |f:2.3.4,5.6,7.8|. Procedure: A mixture of 30 g of methyl 7-methoxy-3-oxo-3,4-dihydro-2H-1,5-benzoxathiepin-4-carboxylate, 50 g of 1-bromo-3-chloropropane, 46 g of anhydrous potassium carbonate, 10 g of potassium iodide, 1.0 g of tetrabutyl ammonium iodide and 300 ml of acetonitrile is heated under reflux for 4 hours. After the mixture is cooled, the inorganic substance is filtered off, and the filtrate is concentrated under reduced pressure. The resulting residue is dissolved in ethyl acetate, and the solution is washed wit... The reactants are CC(C)(C)CC1CN(C(=O)Nc2ccc(C#N)cc2)C(c2cccc(Cl)c2F)C1(C#N)c1ccc(Cl)cc1F, CS(C)=O, CCOC(C)=O, [K+], [K+], O=C([O-])[O-], OO. Yields the product CC(C)(C)CC1CN(C(=O)Nc2ccc(C(N)=O)cc2)C(c2cccc(Cl)c2F)C1(C#N)c1ccc(Cl)cc1F. Reaction SMILES: [C:1](#[N:2])[c:3]1[cH:4][cH:5][c:6]([NH:9][C:10](=[O:11])[N:12]2[CH:13]([c:32]3[c:33]([F:39])[c:34]([Cl:38])[cH:35][cH:36][cH:37]3)[C:14]([C:22]#[N:23])([c:24]3[c:25]([F:31])[cH:26][c:27]([Cl:30])[cH:28][cH:29]3)[CH:15]([CH2:17][C:18]([CH3:19])([CH3:20])[CH3:21])[CH2:16]2)[cH:7][cH:8]1.[CH3:48][S:49]([CH3:50])=[O:51].[CH3:52][CH2:53][O:54][C:55]([CH3:56])=[O:57].[K+:40].[K+:41].[O-:42][C:43]([O-:44])=[O:45].[OH:46][OH:47]>>[C:1]([NH2:2])([c:3]1[cH:4][cH:5][c:6]([NH:9][C:10](=[O:11])[N:12]2[CH:13]([c:32]3[c:33]([F:39])[c:34]([Cl:38])[cH:35][cH:36][cH:37]3)[C:14]([C:22]#[N:23])([c:24]3[c:25]([F:31])[cH:26][c:27]([Cl:30])[cH:28][cH:29]3)[CH:15]([CH2:17][C:18]([CH3:19])([CH3:20])[CH3:21])[CH2:16]2)[cH:7][cH:8]1)=[O:42].